This data is from the Open Reaction Database (ORD), a public repository of structured organic reaction records. The task is: describe an organic reaction: reactants, conditions, products, and yield The reactants are Cl.Cl.N1(N=CN=C1)CCCCN (1H-1,2,4-triazole-1-butanamine, dihydrochloride), [OH-].[Na+] (sodium hydroxide), ClC=1C=C(C(=O)Cl)C=CC1Cl (3,4-dichlorobenzoyl chloride), [OH-].[Na+] (sodium hydroxide). Run in C(Cl)Cl (methylene chloride), C(Cl)Cl (methylene chloride). Conditions: time 8 hour. Yields the product ClC=1C=C(C(=O)NCCCCN2N=CN=C2)C=CC1Cl (3,4-Dichloro-N-[4-(1H-1,2,4-triazol-1-yl)butyl]benzamide). RXN SMILES: Cl.Cl.[N:3]1([CH2:8][CH2:9][CH2:10][CH2:11][NH2:12])[CH:7]=[N:6][CH:5]=[N:4]1.[OH-].[Na+].[Cl:15][C:16]1[CH:17]=[C:18]([CH:22]=[CH:23][C:24]=1[Cl:25])[C:19](Cl)=[O:20]>C(Cl)Cl>[Cl:15][C:16]1[CH:17]=[C:18]([CH:22]=[CH:23][C:24]=1[Cl:25])[C:19]([NH:12][CH2:11][CH2:10][CH2:9][CH2:8][N:3]1[CH:7]=[N:6][CH:5]=[N:4]1)=[O:20] |f:0.1.2,3.4|. Procedure: A mixture of about 2.13 g of 1H-1,2,4-triazole-1-butanamine, dihydrochloride, about 75 ml of methylene chloride, about 30 ml of approximately 1N sodium hydroxide and about 1.41 ml of 3,4-dichlorobenzoyl chloride was stirred at room temperature overnight. An additional, about 5 ml of approximately 1N sodium hydroxide and about 50 ml of methylene chloride were added and the layers were separated. The organic layer was washed with water, dried and concentrated. The oil was collected and crystallize... Reactants: ClCCl (dichloromethane), ClCCl (dichloromethane), [BH4-].[Na+] (sodium borohydride), C1(=CC=C(C=C1)S(=O)(=O)[O-])C.O1CC(CC2=CC=CC=C12)CC[N+]1=CC(=CC=C1)C(=O)OC (1-[2-(chroman-3-yl)ethyl]-3-methoxycarbonylpyridinium p-toluenesulphonate), O (water). Solvent: CO (methanol). Conditions: time 2 hour. Yields the product Cl.COC(=O)C=1CN(CCC1)CCC1COC2=CC=CC=C2C1 (1-[2-(chroman-3-yl)ethyl]-1,2,5,6-tetrahydropyridine-3-carboxylic acid methyl ester hydrochloride). RXN SMILES: [BH4-].[Na+].C1(C)C=CC(S([O-])(=O)=O)=CC=1.[O:14]1[C:23]2[C:18](=[CH:19][CH:20]=[CH:21][CH:22]=2)[CH2:17][CH:16]([CH2:24][CH2:25][N+:26]2[CH:31]=[CH:30][CH:29]=[C:28]([C:32]([O:34][CH3:35])=[O:33])[CH:27]=2)[CH2:15]1.O.[Cl:37]CCl>CO>[ClH:37].[CH3:35][O:34][C:32]([C:28]1[CH2:27][N:26]([CH2:25][CH2:24][CH:16]2[CH2:17][C:18]3[C:23](=[CH:22][CH:21]=[CH:20][CH:19]=3)[O:14][CH2:15]2)[CH2:31][CH2:30][CH:29]=1)=[O:33] |f:0.1,2.3,7.8|. Procedure: At -10° and while stirring, 1.41 g of sodium borohydride are introduced within a period of 90 minutes into a suspension of 8.45 g (18 mmol) of 1-[2-(chroman-3-yl)ethyl]-3-methoxycarbonylpyridinium p-toluenesulphonate in 43 ml of methanol. Stirring is continued for 1 hour at 0° and for 2 hours at room temperature and then 50 ml of water are added to the reaction mixture and extraction by shaking is carried out twice with 100 ml of dichloromethane each time. The dichloromethane phases are combined... Run in ClCCl (dichloromethane). Reactants: COC1=CC=C(C=C1)/C(=C/C=C/C(=O)O)/CCCC ((E,E)-5-(4-methoxyphenyl)-2,4-nonadienoic acid), [N+](=O)([O-])C1=CC=C(C=C1)O (4-nitrophenol), C1(CCCCC1)N=C=NC1CCCCC1 (1,3-dicyclohexylcarbodiimide). Run at time 3 day. Yield: 77.7%. RXN SMILES: [CH3:1][O:2][C:3]1[CH:8]=[CH:7][C:6](/[C:9](/[CH2:16][CH2:17][CH2:18][CH3:19])=[CH:10]/[CH:11]=[CH:12]/[C:13]([OH:15])=[O:14])=[CH:5][CH:4]=1.[N+:20]([C:23]1[CH:28]=[CH:27][C:26](O)=[CH:25][CH:24]=1)([O-:22])=[O:21].C1(N=C=NC2CCCCC2)CCCCC1>ClCCl>[N+:20]([C:23]1[CH:28]=[CH:27][C:26]([O:14][C:13](=[O:15])/[CH:12]=[CH:11]/[CH:10]=[C:9](/[C:6]2[CH:5]=[CH:4][C:3]([O:2][CH3:1])=[CH:8][CH:7]=2)\[CH2:16][CH2:17][CH2:18][CH3:19])=[CH:25][CH:24]=1)([O-:22])=[O:21]. Procedure details: As in Example 11, (E,E)-5-(4-methoxyphenyl)-2,4-nonadienoic acid (3.12 g) and 4-nitrophenol (2 g) in 20 mL of dichloromethane was treated with 1,3-dicyclohexylcarbodiimide (2,49 g) and the mix(ure was stlrred at room temperature for 3 days. After the normal work up, crystallization of the crude product from 2-propanol yielded 3.55 g of (E,E)-5-(4-methoxyphenyl)-2,4-nonadienoic acid 4-nitrophenyl ester, mp 78°-80° C., resolidified and remelted at 115° C. Product: [N+](=O)([O-])C1=CC=C(C=C1)OC(\C=C\C=C(/CCCC)\C1=CC=C(C=C1)OC)=O ((E,E)-5-(4-methoxyphenyl)-2,4-nonadienoic acid 4-nitrophenyl ester). The reactants are FC(C(=O)O)(F)F (trifluoroacetic acid), C(C)(C)(C)OC(=O)N[C@H](CN(C)C=1N(C2=C(C=NN(C2=O)CC2=C(C=CC=C2)C#N)N1)CC#CC)C ((S)-2-[N-(2-tert-butyloxycarbonylamino-propyl)-N-methyl-amino]-3-(2-butyn-1-yl)-5-(2-cyanophenylmethyl)-3,5-dihydro-imidazo[4,5-d]pyridazin-4-one), C([O-])([O-])=O.[Na+].[Na+] (sodium carbonate). Solvent: ClCCl (dichloromethane), ClCCl (dichloromethane). Conditions: time 4 hour. The product is N[C@H](CN(C)C=1N(C2=C(C=NN(C2=O)CC2=C(C=CC=C2)C#N)N1)CC#CC)C ((S)-2-[N-(2-amino-propyl)-N-methyl-amino]-3-(2-butyn-1-yl)-5-(2-cyanophenylmethyl)-3,5-dihydro-imidazo[4,5-d]pyridazin4-one). Reaction SMILES: FC(F)(F)C(O)=O.C(OC([NH:15][C@@H:16]([CH3:43])[CH2:17][N:18]([C:20]1[N:21]([CH2:39][C:40]#[C:41][CH3:42])[C:22]2[C:27](=[O:28])[N:26]([CH2:29][C:30]3[CH:35]=[CH:34][CH:33]=[CH:32][C:31]=3[C:36]#[N:37])[N:25]=[CH:24][C:23]=2[N:38]=1)[CH3:19])=O)(C)(C)C.C(=O)([O-])[O-].[Na+].[Na+]>ClCCl>[NH2:15][C@@H:16]([CH3:43])[CH2:17][N:18]([C:20]1[N:21]([CH2:39][C:40]#[C:41][CH3:42])[C:22]2[C:27](=[O:28])[N:26]([CH2:29][C:30]3[CH:35]=[CH:34][CH:33]=[CH:32][C:31]=3[C:36]#[N:37])[N:25]=[CH:24][C:23]=2[N:38]=1)[CH3:19] |f:2.3.4|. Reported procedure: 1.4 ml trifluoroacetic acid are added dropwise to a solution of 250 mg (S)-2-[N-(2-tert-butyloxycarbonylamino-propyl)-N-methyl-amino]-3-(2-butyn-1-yl)-5-(2-cyanophenylmethyl)-3,5-dihydro-imidazo[4,5-d]pyridazin-4-one in 5 ml dichloromethane. The solution is stirred for 4 h at ambient temperature, then diluted with dichloromethane and made alkaline with saturated aqueous sodium carbonate solution. The organic phase is separated off, washed with water, dried over magnesium sulphate and evaporated ... Starting materials: FC1=C(C=C(OC2=CC=NC3=C(C=CC=C23)[N+](=O)[O-])C=C1)C(F)(F)F (4-(4-fluoro-3-(trifluoromethyl)phenoxy)-8-nitroquinoline), [NH4+].[Cl-] (NH4Cl). The reagents and catalysts are [Fe] (iron). The solvent is O (water), CCO (EtOH). The product is FC1=C(C=C(OC2=CC=NC3=C(C=CC=C23)N)C=C1)C(F)(F)F (4-(4-fluoro-3-(trifluoromethyl)phenoxy)quinolin-8-amine). Isolated yield 64.7%. As a reaction SMILES: [F:1][C:2]1[CH:21]=[CH:20][C:5]([O:6][C:7]2[C:16]3[C:11](=[C:12]([N+:17]([O-])=O)[CH:13]=[CH:14][CH:15]=3)[N:10]=[CH:9][CH:8]=2)=[CH:4][C:3]=1[C:22]([F:25])([F:24])[F:23].[NH4+].[Cl-]>CCO.O.[Fe]>[F:1][C:2]1[CH:21]=[CH:20][C:5]([O:6][C:7]2[C:16]3[C:11](=[C:12]([NH2:17])[CH:13]=[CH:14][CH:15]=3)[N:10]=[CH:9][CH:8]=2)=[CH:4][C:3]=1[C:22]([F:25])([F:23])[F:24] |f:1.2|. Procedure: The title compound was prepared following the procedure described in Intermediate-11, step-4 using 4-(4-fluoro-3-(trifluoromethyl)phenoxy)-8-nitroquinoline (380 mg, 1.07 mmol), iron powder (604 mg, 10.79 mmol), and NH4Cl (461 mg, 8.63 mmol) in EtOH (10 mL) and water (3 mL) to afford 223 mg of the title product. 1H NMR (300 MHz, DMSO d6): δ 8.55 (d, J=4.8 Hz, 1H), 7.75 (d, 1H), 7.67 (d, J=7.5 Hz, 2H), 7.34 (d, J=4.5 Hz, 2H), 6.92 (t, 1H), 6.68 (d, J=4.8 Hz, 1H), 5.98 (s, 2H); MS (m/z): 323.28 (M+... The reactants are [BH4-], O=C([O-])O, C1CCOC1, CC(=O)O, CCCCCC, CCOC(C)=O, [H][H], Nc1ccccc1C(=O)c1ccccc1, [Na+], [Na+], O. Yields the product Nc1ccccc1C(O)c1ccccc1. RXN SMILES: [BH4-:5].[C:24](=[O:25])([OH:26])[O-:27].[CH2:29]1[O:30][CH2:31][CH2:32][CH2:33]1.[CH3:1][C:2](=[O:3])[OH:4].[CH3:35][CH2:36][CH2:37][CH2:38][CH2:39][CH3:40].[CH3:41][CH2:42][O:43][C:44]([CH3:45])=[O:46].[H:7][H:8].[NH2:9][c:10]1[c:11]([C:12](=[O:13])[c:14]2[cH:15][cH:16][cH:17][cH:18][cH:19]2)[cH:20][cH:21][cH:22][cH:23]1.[Na+:28].[Na+:6].[OH2:34]>>[NH2:9][c:10]1[c:11]([CH:12]([OH:13])[c:14]2[cH:15][cH:16][cH:17][cH:18][cH:19]2)[cH:20][cH:21][cH:22][cH:23]1. Reactants: OCCBr, ClC(Cl)Cl, [H-], [Na+], CN(C)C=O, O, COc1cc(O)ccc1C=O. Yields the product COc1cc(OCCO)ccc1C=O. Reaction SMILES: [Br:14][CH2:15][CH2:16][OH:17].[Cl:18][CH:19]([Cl:20])[Cl:21].[H-:12].[Na+:13].[O:22]=[CH:23][N:24]([CH3:25])[CH3:26].[OH2:27].[OH:1][c:2]1[cH:3][c:4]([O:10][CH3:11])[c:5]([CH:6]=[O:7])[cH:8][cH:9]1>>[O:1]([c:2]1[cH:3][c:4]([O:10][CH3:11])[c:5]([CH:6]=[O:7])[cH:8][cH:9]1)[CH2:15][CH2:16][OH:17]. Yields the product Cl, Cc1ccc(S(=O)(=O)OCC(O)CCN)cc1. RXN SMILES: [CH3:21][OH:22].[ClH:18].[H:19][H:20].[OH:1][CH:2]([CH2:3][C:4]#[N:5])[CH2:6][O:7][S:8](=[O:9])(=[O:10])[c:11]1[cH:12][cH:13][c:14]([CH3:17])[cH:15][cH:16]1>>[ClH:18].[OH:1][CH:2]([CH2:3][CH2:4][NH2:5])[CH2:6][O:7][S:8](=[O:9])(=[O:10])[c:11]1[cH:12][cH:13][c:14]([CH3:17])[cH:15][cH:16]1. The reactants are CO, Cl, [H][H], Cc1ccc(S(=O)(=O)OCC(O)CC#N)cc1. Starting materials: OC1=CC=2C=C3N(C2C=C1)C(C(S3)(C3=CC=CC=C3)C)=O (7-hydroxy-2-methyl-2-phenylthiazolo[3,2-a]indol-3(2H)-one), [OH-].[Na+] (sodium hydroxide). Yields the product OC=1C=C2C=C(NC2=CC1)SC(C(=O)O)(C)C1=CC=CC=C1 (2-(5-hydroxy-1H-indol-2-yl)thio-2-phenylpropionic acid). The yield is 71.0%. RXN SMILES: [OH:1][C:2]1[CH:10]=[CH:9][C:8]2[N:7]3[C:11](=[O:21])[C:12]([CH3:20])([C:14]4[CH:19]=[CH:18][CH:17]=[CH:16][CH:15]=4)[S:13][C:6]3=[CH:5][C:4]=2[CH:3]=1.[OH-:22].[Na+]>>[OH:1][C:2]1[CH:3]=[C:4]2[C:8](=[CH:9][CH:10]=1)[NH:7][C:6]([S:13][C:12]([C:14]1[CH:19]=[CH:18][CH:17]=[CH:16][CH:15]=1)([CH3:20])[C:11]([OH:21])=[O:22])=[CH:5]2 |f:1.2|. Reported procedure: To the 7-hydroxy-2-methyl-2-phenylthiazolo[3,2-a]indol-3(2H)-one (3.65 g), a 2N sodium hydroxide solution (70 ml) was added, and the mixture was heated and refluxed for 30 minutes. The reaction mixture was allowed to cool, and was washed with ethyl acetate. The water layer was acidified with 6N hydrochloric acid, and extracted with ethyl acetate. The organic layer was washed with water, and a saturated aqueous sodium chloride solution, and was dried over anhydrous sodium sulfate. The solvent was...